Dataset: the Open Reaction Database (ORD), a public repository of structured organic reaction records. Task: describe an organic reaction: reactants, conditions, products, and yield Starting materials: Brc1nccs1, O=C([O-])[O-], CO, CC(C)[Si](C(C)C)(C(C)C)n1ccc(B(O)O)c1, [K+], [K+], O, c1ccccc1. Yields the product CC(C)[Si](C(C)C)(C(C)C)n1ccc(-c2nccs2)c1. RXN SMILES: [Br:19][c:20]1[s:21][cH:22][cH:23][n:24]1.[C:25](=[O:26])([O-:27])[O-:28].[CH3:31][OH:32].[CH:1]([CH3:2])([CH3:3])[Si:4]([n:5]1[cH:6][c:7]([B:10]([OH:11])[OH:12])[cH:8][cH:9]1)([CH:13]([CH3:14])[CH3:15])[CH:16]([CH3:17])[CH3:18].[K+:29].[K+:30].[OH2:33].[cH:34]1[cH:35][cH:36][cH:37][cH:38][cH:39]1>>[CH:1]([CH3:2])([CH3:3])[Si:4]([n:5]1[cH:6][c:7](-[c:20]2[s:21][cH:22][cH:23][n:24]2)[cH:8][cH:9]1)([CH:13]([CH3:14])[CH3:15])[CH:16]([CH3:17])[CH3:18]. Procedure details: To a mixture of nitric acid (3.6 ml) and concentrated sulfuric acid (22 ml) was added benzyldipropylphosphineoxide (10.75 g) at 0° C., and the mixture was stirred at 60° C. for 1.5 hours. The reaction mixture was added to ice-water, and ammonia solution was added to the mixture to neutralize the solution, which was extracted with ethyl acetate. The organic layer was washed with saturated sodium chloride solution, dried with magnesium sulfate and concentrated. The residue was separated and purifi... Reactants: [N+](=O)(O)[O-] (nitric acid), S(O)(O)(=O)=O (sulfuric acid), ice water, N (ammonia), C(C1=CC=CC=C1)P(CCC)(CCC)=O (benzyldipropylphosphineoxide). Reaction SMILES: [N+:1]([O-:4])(O)=[O:2].S(=O)(=O)(O)O.[CH2:10]([P:17](=[O:24])([CH2:21][CH2:22][CH3:23])[CH2:18][CH2:19][CH3:20])[C:11]1[CH:16]=[CH:15][CH:14]=[CH:13][CH:12]=1.N>>[N+:1]([C:14]1[CH:15]=[CH:16][C:11]([CH2:10][P:17](=[O:24])([CH2:18][CH2:19][CH3:20])[CH2:21][CH2:22][CH3:23])=[CH:12][CH:13]=1)([O-:4])=[O:2]. Yields the product [N+](=O)([O-])C1=CC=C(CP(CCC)(CCC)=O)C=C1 (4-nitrobenzyldipropylphosphine oxide). Reaction conditions: temperature 60 celsius, time 1.5 hour.